From a dataset of the Open Reaction Database (ORD), a public repository of structured organic reaction records. describe an organic reaction: reactants, conditions, products, and yield Reaction SMILES: [OH:1][C:2]1[CH:9]=[C:8]([CH2:10][N:11]2[CH:15]=[CH:14][N:13]=[CH:12]2)[CH:7]=[CH:6][C:3]=1[C:4]#[N:5].[C:16]1([C:24]2[CH:29]=[CH:28][CH:27]=[CH:26][CH:25]=2)[CH:21]=[CH:20][C:19]([CH2:22]I)=[CH:18][CH:17]=1>>[C:16]1([C:24]2[CH:25]=[CH:26][CH:27]=[CH:28][CH:29]=2)[CH:17]=[CH:18][C:19]([CH2:22][O:1][C:2]2[CH:9]=[C:8]([CH2:10][N:11]3[CH:15]=[CH:14][N:13]=[CH:12]3)[CH:7]=[CH:6][C:3]=2[C:4]#[N:5])=[CH:20][CH:21]=1. Reported procedure: Following the procedure described in Example 2, Step E but using 2-hydroxy-4-imidazol-1-ylmethyl-benzonitrile (as described in Step F) and biphenyl-4-ylmethyl iodide as starting materials, the title compound was obtained as a solid. The product is C1(=CC=C(C=C1)COC1=C(C#N)C=CC(=C1)CN1C=NC=C1)C1=CC=CC=C1 (2-(Biphenyl-4-ylmethoxy)-4-imidazol-1-ylmethyl-benzonitrile). The reactants are OC1=C(C#N)C=CC(=C1)CN1C=NC=C1 (2-Hydroxy-4-imidazol-1-ylmethyl-benzonitrile), C1(=CC=C(C=C1)CI)C1=CC=CC=C1 (biphenyl-4-ylmethyl iodide). Reactants: C(C)OCC (diethylether), C1(=CC=CC=C1)C1(CCCC1)C#N (1-phenyl-1-cyclopentanecarbonitrile), solution, [H-].C(C(C)C)[Al+]CC(C)C (diisobutylaluminium hydride). Solvent: CCCCCCC (n-heptane), CCCCCCC (n-heptane). Conditions: temperature 0 celsius, time 1 hour. The product is C1(=CC=CC=C1)C1(CCCC1)C=O (1-phenyl-1-cyclopentanecarboxaldehyde). As a reaction SMILES: [C:1]1([C:7]2([C:12]#N)[CH2:11][CH2:10][CH2:9][CH2:8]2)[CH:6]=[CH:5][CH:4]=[CH:3][CH:2]=1.[H-].C([Al+]CC(C)C)C(C)C.C([O:26]CC)C>CCCCCCC>[C:1]1([C:7]2([CH:12]=[O:26])[CH2:11][CH2:10][CH2:9][CH2:8]2)[CH:6]=[CH:5][CH:4]=[CH:3][CH:2]=1 |f:1.2|. Procedure details: To a solution of 1-phenyl-1-cyclopentanecarbonitrile (7.0 g, 41 mmol) in n-heptane (100 ml) cooled to -30° C. was dropwise added a 1M solution of diisobutylaluminium hydride in n-heptane (82 ml, 82 mmol). The mixture was stirred at -30° C. for 1 h and at 0° C. for 1 h. The mixture was diluted with diethylether (100 ml) and silica gel (60 g) was carefully added keeping the temperature below -30° C. The mixture was then allowed to warm to room temperature and then stirred for 20 h. After filtratio... Starting materials: ClC1=C(C(=O)O)C=CC=C1 (2-chlorobenzoic acid), FC(C1=NC=C(C=N1)C(CN)CC1(CC1)F)F (2-(2-(difluoromethyl)pyrimidin-5-yl)-3-(1-fluorocyclopropyl)propan-1-amine). The product is ClC1=C(C(=O)NCC(CC2(CC2)F)C=2C=NC(=NC2)C(F)F)C=CC=C1 ((+)-2-chloro-N-(2-(2-(difluoromethyl)pyrimidin-5-yl)-3-(1-fluorocyclopropyl)propyl)benzamide). Reaction SMILES: [Cl:1][C:2]1[CH:10]=[CH:9][CH:8]=[CH:7][C:3]=1[C:4]([OH:6])=O.[F:11][CH:12]([F:27])[C:13]1[N:18]=[CH:17][C:16]([CH:19]([CH2:22][C:23]2([F:26])[CH2:25][CH2:24]2)[CH2:20][NH2:21])=[CH:15][N:14]=1>>[Cl:1][C:2]1[CH:10]=[CH:9][CH:8]=[CH:7][C:3]=1[C:4]([NH:21][CH2:20][CH:19]([C:16]1[CH:17]=[N:18][C:13]([CH:12]([F:27])[F:11])=[N:14][CH:15]=1)[CH2:22][C:23]1([F:26])[CH2:25][CH2:24]1)=[O:6]. Procedure details: The racemic mixture which was prepared in a similar manner to example 3a from 2-chlorobenzoic acid and 2-(2-(difluoromethyl)pyrimidin-5-yl)-3-(1-fluorocyclopropyl)propan-1-amine was separated into the two enantiomers by preparative SFC to yield the title compound. LCMS (MH+): m/z=384.1, tR (minutes, Method F)=2.72. [α]D20=+21.30 (c=2.39 mg/mL,CHCl3) Reactants: CN(C1=CC=C(C=C1)N)C (N,N-dimethyl-1,4-diamino-benzene), S(=S)(=O)([O-])[O-] (thiosulfate). The product is NC1=C(C=C(C=C1)N(C)C)SS(=O)=O (thiosulfonic acid S-{2-(amino)-5-(dimethylamino)-phenyl}ester), amino-(N,N-disubstituted-amino)phenylthiosulfonic acid. RXN SMILES: [CH3:1][N:2]([CH3:10])[C:3]1[CH:8]=[CH:7][C:6]([NH2:9])=[CH:5][CH:4]=1.[S:11]([O-])([O-:14])(=[O:13])=[S:12]>>[NH2:9][C:6]1[CH:7]=[CH:8][C:3]([N:2]([CH3:10])[CH3:1])=[CH:4][C:5]=1[S:12][SH:11](=[O:14])=[O:13]. Procedure details: In one embodiment, an N,N-dimethyl-1,4-diamino-benzene, 1, is oxidized in the presence of a thiosulfate to give a thiosulfonic acid S-{2-(amino)-5-(dimethylamino)-phenyl}ester (an amino-(N,N-disubstituted-amino)phenylthiosulfonic acid), 2, as illustrated in the following scheme: